From a dataset of the Open Reaction Database (ORD), a public repository of structured organic reaction records. describe an organic reaction: reactants, conditions, products, and yield Starting materials: ClC=1N=NC(=CC1Cl)Cl (3,4,6-trichloro-pyridazine), N1CCNCC1 (piperazine). The solvent is C(C)O (ethanol). Run at time 30 minute. Yields the product ClC=1N=NC(=CC1N1CCNCC1)Cl (3,6-dichloro-4-piperazin-1-yl-pyridazine). Yield: 61.2%. RXN SMILES: [Cl:1][C:2]1[N:3]=[N:4][C:5]([Cl:9])=[CH:6][C:7]=1Cl.[NH:10]1[CH2:15][CH2:14][NH:13][CH2:12][CH2:11]1>C(O)C>[Cl:1][C:2]1[N:3]=[N:4][C:5]([Cl:9])=[CH:6][C:7]=1[N:10]1[CH2:15][CH2:14][NH:13][CH2:12][CH2:11]1. Reported procedure: 18 g 3,4,6-trichloro-pyridazine and 34 g piperazine are suspended in 100 ml of ethanol and stirred for 30 minutes at ambient temperature. The precipitated solid is suction filtered. 500 ml of water are added to the mother liquor and the precipitated product is suction filtered. 14 g product are obtained as a solid. M.p=111-115° C. The reactants are C(C)(=O)N1C(C(C2=CC(=C(C=C12)OC)OC)=C(C1=CC(=CC=C1)C#N)Cl)=O (1-acetyl-3-(1-chloro-1-(3-cyanophenyl)-methylidene]-5,6-dimethoxy-2-indolinone), NC1=CC=CC=C1 (aniline). The product is N(C1=CC=CC=C1)\C(\C1=CC(=CC=C1)C#N)=C\1/C(NC2=CC(=C(C=C12)OC)OC)=O (3-(Z)-[1-anilino-1-(3-cyanophenyl)-methylidene]-5,6-dimethoxy-2-indolinone). Reaction SMILES: C([N:4]1[C:12]2[C:7](=[CH:8][C:9]([O:15][CH3:16])=[C:10]([O:13][CH3:14])[CH:11]=2)[C:6](=[C:17](Cl)[C:18]2[CH:23]=[CH:22][CH:21]=[C:20]([C:24]#[N:25])[CH:19]=2)[C:5]1=[O:27])(=O)C.[NH2:28][C:29]1[CH:34]=[CH:33][CH:32]=[CH:31][CH:30]=1>>[NH:28](/[C:17](=[C:6]1\[C:5](=[O:27])[NH:4][C:12]2[C:7]\1=[CH:8][C:9]([O:15][CH3:16])=[C:10]([O:13][CH3:14])[CH:11]=2)/[C:18]1[CH:23]=[CH:22][CH:21]=[C:20]([C:24]#[N:25])[CH:19]=1)[C:29]1[CH:34]=[CH:33][CH:32]=[CH:31][CH:30]=1. Procedure details: Prepared from 1-acetyl-3-(1-chloro-1-(3-cyanophenyl)-methylidene]-5,6-dimethoxy-2-indolinone and aniline Procedure: In the manner given in Example 20, 7-trifluoromethyl-5-phenyl-2-[(3-phthalimidoacetonyl)amino]-3H-1,4-benzodiazepine, ethylene ketal is treated with concentrated sulfuric acid, then quenched to give after neutralization, 8-trifluoromethyl-1-(phthalimidomethyl)-6-phenyl-4H-imidazo-[1,2-a][1,4]benzodiazepine. Yields the product FC(C=1C=CC2=C(C(=NCC=3N2C(=CN3)CN3C(C=2C(C3=O)=CC=CC2)=O)C2=CC=CC=C2)C1)(F)F (8-trifluoromethyl-1-(phthalimidomethyl)-6-phenyl-4H-imidazo-[1,2-a][1,4]benzodiazepine). Reaction SMILES: [F:1][C:2]([F:37])([F:36])[C:3]1[CH:4]=[CH:5][C:6]2[N:12]=[C:11]([NH:13][CH2:14][C:15]([CH2:17][N:18]3[C:22](=[O:23])[C:21]4=[CH:24][CH:25]=[CH:26][CH:27]=[C:20]4[C:19]3=[O:28])=O)[CH2:10][N:9]=[C:8]([C:29]3[CH:34]=[CH:33][CH:32]=[CH:31][CH:30]=3)[C:7]=2[CH:35]=1.S(=O)(=O)(O)O>>[F:1][C:2]([F:37])([F:36])[C:3]1[CH:4]=[CH:5][C:6]2[N:12]3[C:15]([CH2:17][N:18]4[C:19](=[O:28])[C:20]5=[CH:27][CH:26]=[CH:25][CH:24]=[C:21]5[C:22]4=[O:23])=[CH:14][N:13]=[C:11]3[CH2:10][N:9]=[C:8]([C:29]3[CH:34]=[CH:33][CH:32]=[CH:31][CH:30]=3)[C:7]=2[CH:35]=1. Starting materials: FC(C=1C=CC2=C(C(=NCC(=N2)NCC(=O)CN2C(C=3C(C2=O)=CC=CC3)=O)C3=CC=CC=C3)C1)(F)F (7-trifluoromethyl-5-phenyl-2-[(3-phthalimidoacetonyl)amino]-3H-1,4-benzodiazepine), ethylene ketal, S(O)(O)(=O)=O (sulfuric acid). The reactants are CC(=C)C1=CC=CC=C1 (alpha-methylstyrene), CC(CC(C)(C)C)(C)OO (1,1,3,3-tetramethylbutyl hydroperoxide), C1(=CC=CC=C1)O (phenol), t-cumyl chloride. Reaction conditions: temperature 25 celsius. The product is C(C)(C)(CC(C)(C)C)OOC(C)(C)C1=CC=CC=C1 (Cumyl t-Octyl Peroxide). Yield: 81.5%. RXN SMILES: [CH3:1][C:2]([C:4]1[CH:9]=[CH:8][CH:7]=[CH:6][CH:5]=1)=[CH2:3].[CH3:10][C:11]([O:18][OH:19])([CH3:17])[CH2:12][C:13]([CH3:16])([CH3:15])[CH3:14].C1(O)C=CC=CC=1>>[C:11]([O:18][O:19][C:2]([C:4]1[CH:9]=[CH:8][CH:7]=[CH:6][CH:5]=1)([CH3:1])[CH3:3])([CH2:12][C:13]([CH3:16])([CH3:15])[CH3:14])([CH3:17])[CH3:10]. Procedure details: Into the 200 ml jacketed reactor described in Example II were added 18.0 grams (0.152 m) alpha-methylstyrene, 18.4 grams (0.11 m) 87.6% 1,1,3,3-tetramethylbutyl hydroperoxide and 4.6 grams (0.048 m) phenol. The mixture was stirred to obtain a clear solution and the temperature was adjusted to 20° C. To this solution was added 1.7 grams (0.011 m) of t-cumyl chloride from the addition funnel over 5 minutes while holding the temperature at 20°-21° C. The reaction was stirred 5 minutes at 21°-22° C.... The reactants are C([O-])([O-])=O.[K+].[K+] (potassium carbonate), O (water), BrC1=CC(=C(C=C1)C1(CCC1)O)C(F)(F)F (1-[4-bromo-2-(trifluoromethyl)phenyl]cyclobutanol), C(C)[SiH](CC)CC (triethylsilane). Solvent: C(Cl)(Cl)Cl (chloroform), C(Cl)(Cl)Cl (chloroform). Conditions: time 30 minute. Yields the product BrC1=CC(=C(C=C1)C1CCC1)C(F)(F)F (4-bromo-1-cyclobutyl-2-(trifluoromethyl)benzene). Yield: 51.8%. RXN SMILES: [Br:1][C:2]1[CH:7]=[CH:6][C:5]([C:8]2(O)[CH2:11][CH2:10][CH2:9]2)=[C:4]([C:13]([F:16])([F:15])[F:14])[CH:3]=1.C([SiH](CC)CC)C.C(=O)([O-])[O-].[K+].[K+].O>C(Cl)(Cl)Cl>[Br:1][C:2]1[CH:7]=[CH:6][C:5]([CH:8]2[CH2:11][CH2:10][CH2:9]2)=[C:4]([C:13]([F:14])([F:15])[F:16])[CH:3]=1 |f:2.3.4|. Reported procedure: To a solution in chloroform (10.0 mL) of the compound (1.00 g) obtained in step (1) above and triethylsilane (406 mg), a solution of boron trifluoride/diethyl ether complex (601 mg) in chloroform (4.00 mL) was added at −65° C. After being brought to 0° C., the mixture was stirred at that temperature for 30 minutes. Subsequently, potassium carbonate (1.08 g) and water (10.0 mL) were added and the mixture was brought to room temperature. After phase separation, the organic layer was dried over anh... Starting materials: NC=1C=CC(=NC1)OC (5-amino-2-methoxypyridine), ClC1=NN2C(C(=CC=C2)NCC2=C(C=CC=C2)OC)=N1 ((2-Chloro-[1,2,4]triazolo[1,5-a]pyridin-8-yl)-(2-methoxy-benzyl)-amine). Product: COC1=C(CNC=2C=3N(C=CC2)N=C(N3)NC=3C=NC(=CC3)OC)C=CC=C1 (N(8)-(2-Methoxy-benzyl)-N(2)-(6-methoxy-pyridin-3-yl)-[1,2,4]triazolo[1,5-a]pyridine-2,8-diamine), foam. Isolated yield 16.0%. As a reaction SMILES: [NH2:1][C:2]1[CH:3]=[CH:4][C:5]([O:8][CH3:9])=[N:6][CH:7]=1.Cl[C:11]1[N:29]=[C:14]2[C:15]([NH:19][CH2:20][C:21]3[CH:26]=[CH:25][CH:24]=[CH:23][C:22]=3[O:27][CH3:28])=[CH:16][CH:17]=[CH:18][N:13]2[N:12]=1>>[CH3:28][O:27][C:22]1[CH:23]=[CH:24][CH:25]=[CH:26][C:21]=1[CH2:20][NH:19][C:15]1[C:14]2[N:13]([N:12]=[C:11]([NH:1][C:2]3[CH:7]=[N:6][C:5]([O:8][CH3:9])=[CH:4][CH:3]=3)[N:29]=2)[CH:18]=[CH:17][CH:16]=1. Reported procedure: N(8)-(2-Methoxy-benzyl)-N(2)-(6-methoxy-pyridin-3-yl)-[1,2,4]triazolo[1,5-a]pyridine-2,8-diamine was prepared from 5-amino-2-methoxypyridine (96.31 mg, 0.7758 mmol) and (2-Chloro-[1,2,4]triazolo[1,5-a]pyridin-8-yl)-(2-methoxy-benzyl)-amine (200.00 mg, 0.69268 mmol) in a manner analogous to Example 2d. Product isolated as a red foam (41.05 mg, 16%). 1H NMR (400 MHz, (D3C)2SO, δ, ppm): 9.31 (s, 1H), 8.58 (s, 1H), 8.04 (d, J=9.3 Hz, 1H), 7.93 (d, J=6.8 Hz, 1H), 7.24 (m, 2H), 7.02 (d, J=8.4 Hz, 1H),... The reactants are C(C1=CC=NC=C1)(=O)O (isonicotinic acid), ClC1=CC(=C(C=C1)N)N (4-chloro-o-phenylenediamine), [NH4+].[OH-] (NH4OH). Product: ClC1=CC2=C(N=C(N2)C2=CC=NC=C2)C=C1 (5-chloro-2-(4-pyridyl)benzimidazole). Yield: 49.1%. Reaction SMILES: [C:1](O)(=O)[C:2]1[CH:7]=[CH:6][N:5]=[CH:4][CH:3]=1.[Cl:10][C:11]1[CH:16]=[CH:15][C:14]([NH2:17])=[C:13]([NH2:18])[CH:12]=1.[NH4+].[OH-]>>[Cl:10][C:11]1[CH:16]=[CH:15][C:14]2[N:17]=[C:1]([C:2]3[CH:7]=[CH:6][N:5]=[CH:4][CH:3]=3)[NH:18][C:13]=2[CH:12]=1 |f:2.3|. Reported procedure: To a mixture of isonicotinic acid (4.9 g., 0.04 mol) and 4-chloro-o-phenylenediamine (5.8 g., 0.041 mol) was added polylphosphoric acid (20 ml.). The mixture was heated to 200° and maintained at this temperature for 45 min. After cooling, the reaction mixture was poured onto ice and the solution made basic with conc. NH4OH. The resulting yellow solid was removed by filtration, dissolved in isopropanol, filtered and the filtrate concentrated to a solid. After recrystallization from EtOH-H2O, 4.5 ... The reactants are COc1ccc(Cl)cc1C(=O)N=c1sc(C(C)(C)C)cn1CC1CCCO1, COc1ccc(P2(=S)SP(=S)(c3ccc(OC)cc3)S2)cc1, Cc1ccccc1. Product: COc1ccc(Cl)cc1C(=S)N=c1sc(C(C)(C)C)cn1CC1CCCO1. Reaction SMILES: [C:1]([CH3:2])([CH3:3])([CH3:4])[c:5]1[cH:6][n:7]([CH2:22][CH:23]2[O:24][CH2:25][CH2:26][CH2:27]2)[c:8](=[N:10][C:11]([c:12]2[c:13]([O:19][CH3:20])[cH:14][cH:15][c:16]([Cl:18])[cH:17]2)=[O:21])[s:9]1.[CH3:28][O:29][c:30]1[cH:31][cH:32][c:33]([P:34]2(=[S:35])[S:36][P:38](=[S:39])([c:40]3[cH:41][cH:42][c:43]([O:44][CH3:45])[cH:46][cH:47]3)[S:37]2)[cH:48][cH:49]1.[CH3:50][c:51]1[cH:52][cH:53][cH:54][cH:55][cH:56]1>>[C:1]([CH3:2])([CH3:3])([CH3:4])[c:5]1[cH:6][n:7]([CH2:22][CH:23]2[O:24][CH2:25][CH2:26][CH2:27]2)[c:8](=[N:10][C:11]([c:12]2[c:13]([O:19][CH3:20])[cH:14][cH:15][c:16]([Cl:18])[cH:17]2)=[S:37])[s:9]1. Starting materials: O=C1CCC=2C(=CC=CC12)C(=O)O (1-oxo-indan4-carboxylic acid), Cl.BrC1=CC=C(C=C1)NN (4-bromophenylhydrazine hydrochloride). Product: BrC1=CC=2C3=C(NC2C=C1)C=1C=CC=C(C1C3)C(=O)O (8-bromo-5,10-dihydro-indeno[1,2-b]indole-1-carboxylic acid). As a reaction SMILES: O=[C:2]1[C:10]2[CH:9]=[CH:8][CH:7]=[C:6]([C:11]([OH:13])=[O:12])[C:5]=2[CH2:4][CH2:3]1.Cl.[Br:15][C:16]1[CH:21]=[CH:20][C:19]([NH:22]N)=[CH:18][CH:17]=1>>[Br:15][C:16]1[CH:21]=[CH:20][C:19]2[NH:22][C:2]3[C:10]4[CH:9]=[CH:8][CH:7]=[C:6]([C:11]([OH:13])=[O:12])[C:5]=4[CH2:4][C:3]=3[C:18]=2[CH:17]=1 |f:1.2|. Procedure: In a manner similar to Example 17, 1-oxo-indan4-carboxylic acid and 4-bromophenylhydrazine hydrochloride were reacted to form 8-bromo-5,10-dihydro-indeno[1,2-b]indole-1-carboxylic acid which was converted to the ethyl ester in a manner similar to that described in Example 22 to afford the title compound as a tan solid: mp 198-200° C.; 1H NMR (DMSO-d6): δ 1.39 (t, 3H), 4.00 (s, 2H), 4.37 (q, 2H), 7.22 (d, 1H), 7.42 (d, 1H), 7.52 (t, 1H), 7.79-7.84 (m, 3H), 11.86 (s, 1H); MS [EI, m/z]: 355 [M]+.